Dataset: the Open Reaction Database (ORD), a public repository of structured organic reaction records. Task: describe an organic reaction: reactants, conditions, products, and yield Starting materials: OO (hydrogen peroxide), FeSO4-7H2O, OO.O (hydrogen peroxide water), ClC1=CC=C(C=C1)NC1=NN=C(C2=CC=CC=C12)OCC1=CC=NC=C1 (1-(4-chlorophenylamino)-4-(4-pyridylmethoxy)-phthalazine), CNC=O (N-methyl-formamide), OO.O (hydrogen peroxide water), FeSO4-7H2O, S(O)(O)(=O)=O (sulfuric acid), S(O)(O)(=O)=O (sulfuric acid). Reaction conditions: time 15 minute. The product is CNC(=O)C1=NC=CC(=C1)COC1=NN=C(C2=CC=CC=C12)NC1=CC=C(C=C1)Cl (4-[4-(4-Chlorophenylamino)phthalazin-1-yloxymethyl]pyridin-2-yl carboxylic acid methylamide). Isolated yield 9.0%. Reaction SMILES: OO.[Cl:3][C:4]1[CH:9]=[CH:8][C:7]([NH:10][C:11]2[C:20]3[C:15](=[CH:16][CH:17]=[CH:18][CH:19]=3)[C:14]([O:21][CH2:22][C:23]3[CH:28]=[CH:27][N:26]=[CH:25][CH:24]=3)=[N:13][N:12]=2)=[CH:6][CH:5]=1.S(=O)(=O)(O)O.OO.O.[CH3:37][NH:38][CH:39]=[O:40]>>[CH3:37][NH:38][C:39]([C:25]1[CH:24]=[C:23]([CH2:22][O:21][C:14]2[C:15]3[C:20](=[CH:19][CH:18]=[CH:17][CH:16]=3)[C:11]([NH:10][C:7]3[CH:8]=[CH:9][C:4]([Cl:3])=[CH:5][CH:6]=3)=[N:12][N:13]=2)[CH:28]=[CH:27][N:26]=1)=[O:40] |f:3.4|. Reported procedure: Caution—this reaction is potentially explosive and latent violent exotherms have been noted, especially if the reaction is heated and unreacted hydrogen peroxide is present. The product of step 1 above (0.600 g, 1.65 mmol) was dissolved in 16.5 ml of N-methyl-formamide. The reaction was charged with concentrated sulfuric acid (0.264 ml, 4.96 mmol) followed by FeSO4-7H2O (0.115 g, 0.413 mmol). The solution was stirred at ambient temperature for 15 min then 30% wt. hydrogen peroxide/water (0.338 m... The reactants are CC1=C(CBr)C=C(C=C1)C1=CC=CC=C1 (2-methyl-5-phenylbenzyl bromide), CN(C=O)C (N,N-dimethylformamide), Example 1 ( 5 ), [C-]#N.[Na+] (sodium cyanide). Run at temperature 100 celsius, time 3 hour. Yields the product CC1=C(CN=C=O)C=C(C=C1)C1=CC=CC=C1 (2-methyl-5-phenylbenzyl isocyanate). RXN SMILES: [CH3:1][C:2]1[CH:9]=[CH:8][C:7]([C:10]2[CH:15]=[CH:14][CH:13]=[CH:12][CH:11]=2)=[CH:6][C:3]=1[CH2:4]Br.[C-]#N.[Na+].C[N:20](C)[CH:21]=[O:22]>>[CH3:1][C:2]1[CH:9]=[CH:8][C:7]([C:10]2[CH:15]=[CH:14][CH:13]=[CH:12][CH:11]=2)=[CH:6][C:3]=1[CH2:4][N:20]=[C:21]=[O:22] |f:1.2|. Procedure details: 3.0 g (11.6 mmol) of 2-methyl-5-phenylbenzyl bromide (produced in the same manner as in Reference Production Example 1 (5)) was dissolved in 5 ml of anhydrous N,N-dimethylformamide, and to this solution was added 1.13 g (17.3 mmol) of sodium cyanide, and the mixture was stirred for 3 hours at 100° C., to obtain a 2-methyl-5-phenylbenzyl isocyanate solution. To this solution was added 5 ml of toluene, then, the solution was cooled to 0° C., and to this was slowly dropped 550 mg (11.9 mmol) of met... The reactants are C(C(=C)C)(=O)OC1(C2CC3CC(CC1C3)C2)CC (2-ethyl-2-adamantyl methacrylate), C(C)(=O)OC1=CC=C(C=C)C=C1 (p-acetoxystyrene), CO (methanol), N(=NC(C(=O)OC)(C)C)C(C(=O)OC)(C)C (dimethyl 2,2′-azobis(2-methylpropionate)). Run in C(C)(C)O (isopropanol), C(C)(C)O (isopropanol), CC(=O)C (acetone). Conditions: temperature 75 celsius, time 0.3 hour. Product: C(C(=C)C)(=O)OC1(C2CC3CC(CC1C3)C2)CC.C(C)(=O)OC1=CC=C(C=C)C=C1 (2-ethyl-2-adamantyl methacrylate p-acetoxystyrene). Reaction SMILES: [C:1]([O:6][C:7]1([CH2:17][CH3:18])[CH:14]2[CH2:15][CH:10]3[CH2:11][CH:12]([CH2:16][CH:8]1[CH2:9]3)[CH2:13]2)(=[O:5])[C:2]([CH3:4])=[CH2:3].[C:19]([O:22][C:23]1[CH:30]=[CH:29][C:26]([CH:27]=[CH2:28])=[CH:25][CH:24]=1)(=[O:21])[CH3:20].N(C(C)(C)C(OC)=O)=NC(C)(C)C(OC)=O.CO>C(O)(C)C.CC(C)=O>[C:1]([O:6][C:7]1([CH2:17][CH3:18])[CH:8]2[CH2:16][CH:12]3[CH2:11][CH:10]([CH2:15][CH:14]1[CH2:13]3)[CH2:9]2)(=[O:5])[C:2]([CH3:4])=[CH2:3].[C:19]([O:22][C:23]1[CH:30]=[CH:29][C:26]([CH:27]=[CH2:28])=[CH:25][CH:24]=1)(=[O:21])[CH3:20] |f:6.7|. Procedure details: Into a flask were charged 39.7 g (0.16 mol) of 2-ethyl-2-adamantyl methacrylate, 103.8 g (0.64 mol) of p-acetoxystyrene and 265 g of isopropanol, and the mixture was heated up to 75° C. under a nitrogen atmosphere. Into this solution was dropped a solution prepared by dissolving 11.05 g (0.048 mol) of dimethyl 2,2′-azobis(2-methylpropionate) in 22.11 g of isopropanol. The mixture was aged for about 0.3 hours at 75° C., and for about 12 hours under reflux, then, diluted with acetone. The reaction... Reactants: [Cl-].[Li+] (lithium chloride), C(#N)C=1C=C(C(=O)N2CSC3=C2C=CC=C3)C=C(C1OC)C(F)(F)F (3-(3-cyano-4-methoxy-5-trifluoromethylbenzoyl)-2,3-dihydro-1,3-benzothiazole), Cl (hydrochloric acid). Run in CN(C=O)C (N,N-dimethylformamide). Reaction conditions: temperature 70 celsius, time 1 hour. The product is C(#N)C=1C=C(C(=O)N2CSC3=C2C=CC=C3)C=C(C1O)C(F)(F)F (3-(3-cyano-4-hydroxy-5-trifluoromethylbenzoyl)-2,3-dihydro-1,3-benzothiazole). Yield: 58.7%. RXN SMILES: [C:1]([C:3]1[CH:4]=[C:5]([CH:17]=[C:18]([C:22]([F:25])([F:24])[F:23])[C:19]=1[O:20]C)[C:6]([N:8]1[C:12]2[CH:13]=[CH:14][CH:15]=[CH:16][C:11]=2[S:10][CH2:9]1)=[O:7])#[N:2].[Cl-].[Li+].Cl>CN(C)C=O>[C:1]([C:3]1[CH:4]=[C:5]([CH:17]=[C:18]([C:22]([F:25])([F:23])[F:24])[C:19]=1[OH:20])[C:6]([N:8]1[C:12]2[CH:13]=[CH:14][CH:15]=[CH:16][C:11]=2[S:10][CH2:9]1)=[O:7])#[N:2] |f:1.2|. Procedure: 3-(3-cyano-4-methoxy-5-trifluoromethylbenzoyl)-2,3-dihydro-1,3-benzothiazole (232 mg) was dissolved in N,N-dimethylformamide (3 mL), and lithium chloride (108 mg) was added to the solution, and then the mixture was stirred at 70° C. for 1 hour. To the reaction solution, 1N hydrochloric acid was added, and then the mixture was extracted with ethyl acetate. The organic layer was washed with 1N hydrochloric acid and saturated brine, and then dried over anhydrous sodium sulfate. The solvent was dist... Reactants: O (water), CI (methyl iodide), S1C(=NC2=C1C=CC=C2)COC2=CC=C(C=C2)NC(OC)=O (Methyl N-[4-(benzothiazol-2-ylmethoxy)phenyl]carbamate), [H-].[Na+] (sodium hydride). Run in CN(C=O)C (dimethylformamide). Run at time 10 minute. Yields the product S1C(=NC2=C1C=CC=C2)COC2=CC=C(C=C2)N(C(OC)=O)C (Methyl N-[4-(benzothiazol-2-ylmethoxy)phenyl]-N-methylcarbamate). The yield is 87.0%. RXN SMILES: [CH3:1]I.[S:3]1[C:7]2[CH:8]=[CH:9][CH:10]=[CH:11][C:6]=2[N:5]=[C:4]1[CH2:12][O:13][C:14]1[CH:19]=[CH:18][C:17]([NH:20][C:21](=[O:24])[O:22][CH3:23])=[CH:16][CH:15]=1.[H-].[Na+].O>CN(C)C=O>[S:3]1[C:7]2[CH:8]=[CH:9][CH:10]=[CH:11][C:6]=2[N:5]=[C:4]1[CH2:12][O:13][C:14]1[CH:19]=[CH:18][C:17]([N:20]([CH3:1])[C:21](=[O:24])[O:22][CH3:23])=[CH:16][CH:15]=1 |f:2.3|. Procedure details: 0.27 ml of methyl iodide were added to a solution of 138.6 mg of methyl N-[4-(benzothiazol-2-ylmethoxy)phenyl]carbamate (prepared as described in Example 11) in 5 ml of dimethylformamide cooled in an ice-water bath and then 19.4 mg of sodium hydride (as a 60% w/w dispersion in mineral oil) were added to the resulting mixture. The reaction mixture was stirred at the same temperature for 10 minutes, the temperature of the mixture was then elevated to room temperature and the mixture was stirred fo... The reactants are CC(C)(C)OC(=O)N1CCC(CN2CCN(S(=O)(=O)c3ccc(CBr)cc3)CC2=O)CC1, CC(=O)[O-], [K+], CN(C)C=O. The product is CC(C)(C)OC(=O)N1CCC(CN2CCN(S(=O)(=O)c3ccc(CO)cc3)CC2=O)CC1. RXN SMILES: [Br:1][CH2:2][c:3]1[cH:4][cH:5][c:6]([S:9](=[O:10])(=[O:11])[N:12]2[CH2:13][C:14](=[O:32])[N:15]([CH2:18][CH:19]3[CH2:20][CH2:21][N:22]([C:25](=[O:26])[O:27][C:28]([CH3:29])([CH3:30])[CH3:31])[CH2:23][CH2:24]3)[CH2:16][CH2:17]2)[cH:7][cH:8]1.[CH3:34][C:35]([O-:36])=[O:37].[K+:33].[O:38]=[CH:39][N:40]([CH3:41])[CH3:42]>>[CH2:2]([c:3]1[cH:4][cH:5][c:6]([S:9](=[O:10])(=[O:11])[N:12]2[CH2:13][C:14](=[O:32])[N:15]([CH2:18][CH:19]3[CH2:20][CH2:21][N:22]([C:25](=[O:26])[O:27][C:28]([CH3:29])([CH3:30])[CH3:31])[CH2:23][CH2:24]3)[CH2:16][CH2:17]2)[cH:7][cH:8]1)[OH:36].